From a dataset of the Open Reaction Database (ORD), a public repository of structured organic reaction records. describe an organic reaction: reactants, conditions, products, and yield The reactants are NC1=NC=CC(=C1)O (2-aminopyridin-4-ol), [H-].[Na+] (sodium hydride), FC1=CC(=C(C=C1)[N+](=O)[O-])C (4-fluoro-2-methyl-1-nitrobenzene). Solvent: CN(C)C=O (DMF), CN(C)C=O (DMF), O (water). Product: CC=1C=C(OC2=CC(=NC=C2)N)C=CC1[N+](=O)[O-] (4-(3-methyl-4-nitrophenoxy)pyridin-2-amine). Isolated yield 44.4%. Reaction SMILES: [NH2:1][C:2]1[CH:7]=[C:6]([OH:8])[CH:5]=[CH:4][N:3]=1.[H-].[Na+].F[C:12]1[CH:17]=[CH:16][C:15]([N+:18]([O-:20])=[O:19])=[C:14]([CH3:21])[CH:13]=1>CN(C=O)C.O>[CH3:21][C:14]1[CH:13]=[C:12]([CH:17]=[CH:16][C:15]=1[N+:18]([O-:20])=[O:19])[O:8][C:6]1[CH:5]=[CH:4][N:3]=[C:2]([NH2:1])[CH:7]=1 |f:1.2|. Procedure: To a solution of 2-aminopyridin-4-ol (355 mg, 3.22 mmol) in DMF (4.0 mL) at 0° C. under nitrogen was added portionwise sodium hydride (60% dispersion in mineral oil, 193 mg, 4.83 mmol) and the reaction mixture warmed to RT for 2 hr, The mixture cooled to 0° C. and a solution of 4-fluoro-2-methyl-1-nitrobenzene (500 mg, 3.22 mmol) in DMF (2.0 mL) was added, dropwise and the reaction mixture warmed to RT for 16 hr. The resulting mixture was diluted with water (20 mL) and was extracted with ethyl a... Starting materials: C1(=CC=CC=C1)S (thiophenol), ClC1=NC=CN=C1Cl (2,3-dichloropyrazine), C[O-].[Na+] (sodium methylate). Solvent: C(C)O (ethanol). Conditions: temperature 0 celsius, time 1 hour. Product: ClC1=NC=CN=C1SC1=CC=CC=C1 (2-chloro-3-phenylthio-pyrazine). As a reaction SMILES: [C:1]1([SH:7])[CH:6]=[CH:5][CH:4]=[CH:3][CH:2]=1.[Cl:8][C:9]1[C:14](Cl)=[N:13][CH:12]=[CH:11][N:10]=1.C[O-].[Na+]>C(O)C>[Cl:8][C:9]1[C:14]([S:7][C:1]2[CH:6]=[CH:5][CH:4]=[CH:3][CH:2]=2)=[N:13][CH:12]=[CH:11][N:10]=1 |f:2.3|. Reported procedure: 22 g (0.2 mol) of thiophenol and 29.8 g (0.2 mol) of 2,3-dichloropyrazine are successively added dropwise to a solution of 10.8 g (0.2 mol) of sodium methylate in 200 ml of ethanol and the mixture is stirred for 1 hour. The reaction mixture is then cooled to 0° C. and the reaction product which has precipitated is filtered off and washed with ethanol and water. After drying, 2-chloro-3-phenylthio-pyrazine, melting point 100°-111° C., is obtained. The reactants are C(C)(C)(C)C1=C(C=CC=C1)OC (2-(t-butyl)anisole), [Br-].[Br-].[Br-].[NH+]1=CC=CC=C1.[NH+]1=CC=CC=C1.[NH+]1=CC=CC=C1 (pyridinium tribromide). Run in C(Cl)Cl (CH2Cl2), O (H2O), C(Cl)Cl (CH2Cl2). Run at time 8 hour. Yields the product C(C)(C)(C)C1=C(C=CC(=C1)Br)OC (2-(t-butyl)-4-bromoanisole). Isolated yield 95.5%. RXN SMILES: [C:1]([C:5]1[CH:10]=[CH:9][CH:8]=[CH:7][C:6]=1[O:11][CH3:12])([CH3:4])([CH3:3])[CH3:2].[Br-:13].[Br-].[Br-].[NH+]1C=CC=CC=1.[NH+]1C=CC=CC=1.[NH+]1C=CC=CC=1>C(Cl)Cl.O>[C:1]([C:5]1[CH:10]=[C:9]([Br:13])[CH:8]=[CH:7][C:6]=1[O:11][CH3:12])([CH3:4])([CH3:2])[CH3:3] |f:1.2.3.4.5.6|. Reported procedure: To a solution of 2-(t-butyl)anisole (16.38 g, 0.0997 mol) in CH2Cl2 (350 mL) was added pyridinium tribromide (35.09 g, 0.110 mol). The resulting mixture was allowed to stir at RT overnight. The mixture was diluted with CH2Cl2 and H2O and the layers were separated, the aqueous layer was extracted with CH2Cl2 (2×). The combined organic layers were washed with H2O, brine and dried with MgSO4. The mixture was filtered and the solvents evaporated to give 2-(t-butyl)-4-bromoanisole as an oil (23.16 g,... The reactants are COC(=O)c1ccc(OC(=O)C(C)(C)C)cc1 (substrate), c4ccc(B3OB(c1ccccc1)OB(c2ccccc2)O3)cc4 (effective_coupling_partner). Reagents/catalysts: PCy3. Reaction conditions: temperature 110 celsius, time 12 hour. The product is COC(=O)c1ccc(c2ccccc2)cc1.